This data is from the Open Reaction Database (ORD), a public repository of structured organic reaction records. The task is: describe an organic reaction: reactants, conditions, products, and yield Reactants: NC1=CC=C(C(=N1)[C@H](CC1=CC(=CC(=C1)F)F)NC(CC1=CNC2=CC=C(C=C12)F)=O)C=1C=CC(=C(C(=O)N)C1)F ((S)-5-(6-amino-2-(2-(3,5-difluorophenyl)-1-(2-(5-fluoro-1H-indol-3-yl)acetamido)ethyl)pyridin-3-yl)-2-fluorobenzamide), NC1=CC=C(C(=N1)C(CC1=CC(=CC(=C1)F)F)NC(CC1=CNC2=CC=C(C=C12)F)=O)Br (N-(1-(6-amino-3-bromopyridin-2-yl)-2-(3,5-difluorophenyl)ethyl)-2-(5-fluoro-1H-indol-3-yl)acetamide), COC1=NC=CC(=C1)B(O)O ((2-methoxypyridin-4-yl)boronic acid). The product is NC1=CC=C(C(=N1)C(CC1=CC(=CC(=C1)F)F)NC(CC1=CNC2=CC=C(C=C12)F)=O)C1=CC(=NC=C1)OC (N-(1-(6-amino-2′-methoxy-[3,4′-bipyridin]-2-yl)-2-(3,5-difluorophenyl)ethyl)-2-(5-fluoro-1H-indol-3-yl)acetamide). Reaction SMILES: [NH2:1][C:2]1[N:7]=[C:6]([C@@H:8]([NH:18][C:19](=[O:31])[CH2:20][C:21]2[C:29]3[C:24](=[CH:25][CH:26]=[C:27]([F:30])[CH:28]=3)[NH:23][CH:22]=2)[CH2:9][C:10]2[CH:15]=[C:14]([F:16])[CH:13]=[C:12]([F:17])[CH:11]=2)[C:5]([C:32]2[CH:33]=CC(F)=[C:36]([CH:40]=2)C(N)=O)=[CH:4][CH:3]=1.NC1N=C(C(NC(=O)CC2C3C(=CC=C(F)C=3)NC=2)CC2C=C(F)C=C(F)C=2)C(Br)=CC=1.[CH3:74][O:75][C:76]1C=C(B(O)O)C=C[N:77]=1>>[NH2:1][C:2]1[N:7]=[C:6]([CH:8]([NH:18][C:19](=[O:31])[CH2:20][C:21]2[C:29]3[C:24](=[CH:25][CH:26]=[C:27]([F:30])[CH:28]=3)[NH:23][CH:22]=2)[CH2:9][C:10]2[CH:15]=[C:14]([F:16])[CH:13]=[C:12]([F:17])[CH:11]=2)[C:5]([C:32]2[CH:40]=[CH:36][N:77]=[C:76]([O:75][CH3:74])[CH:33]=2)=[CH:4][CH:3]=1. Reported procedure: The title compound was prepared according to the method presented for the synthesis of compound 1H of Example 1 utilizing 1G and (2-methoxypyridin-4-yl)boronic acid. 1H NMR (400 MHz, DMSO) δ 10.89 (s, 1H), 7.96 (d, J=5.2 Hz, 1H), 7.25 (dd, J=8.9, 4.3 Hz, 2H), 7.14-7.10 (m, 3H), 6.88-6.80 (m, 3H), 6.67 (d, J=5.2 Hz, 1H), 6.45-6.38 (m, 5H), 5.00 (d, J=7.3 Hz, 1H), 3.75 (s, 2H), 2.89 (m, 2H). MS (m/z) 532.4 [M+H]+. The reactants are C(C)OC(CC1=CC(=CC=C1)OC1=C(C=C(C=C1)C)C=O)=O ([3-(2-formyl-4-methyl-phenoxy)-phenyl]-acetic acid ethyl ester), [BH4-].[Na+] (sodium borohydride). Solvent: CO (MeOH). Conditions: time 10 minute. The product is C(C)OC(CC1=CC(=CC=C1)OC1=C(C=C(C=C1)C)CO)=O ([3-(2-Hydroxymethyl-4-methyl-phenoxy)-phenyl]-acetic acid ethyl ester). The yield is 99.4%. RXN SMILES: [CH2:1]([O:3][C:4](=[O:22])[CH2:5][C:6]1[CH:11]=[CH:10][CH:9]=[C:8]([O:12][C:13]2[CH:18]=[CH:17][C:16]([CH3:19])=[CH:15][C:14]=2[CH:20]=[O:21])[CH:7]=1)[CH3:2].[BH4-].[Na+]>CO>[CH2:1]([O:3][C:4](=[O:22])[CH2:5][C:6]1[CH:11]=[CH:10][CH:9]=[C:8]([O:12][C:13]2[CH:18]=[CH:17][C:16]([CH3:19])=[CH:15][C:14]=2[CH2:20][OH:21])[CH:7]=1)[CH3:2] |f:1.2|. Reported procedure: To [3-(2-formyl-4-methyl-phenoxy)-phenyl]-acetic acid ethyl ester (0.20 g, 0.67 mmol) in MeOH (20 mL) was added sodium borohydride (0.03 g, 0.8 mmol), and the reaction was stirred for 10 minutes at room temperature. Once no starting material was seen by analytical tlc, the mixture was worked-up to give the desired product (0.20 g).